This data is from the Open Reaction Database (ORD), a public repository of structured organic reaction records. The task is: describe an organic reaction: reactants, conditions, products, and yield The reactants are [O-]S(=O)S(=O)[O-].[Na+].[Na+] (Na2S2O4), C(C)(=O)NC1=CC=C(OC=2C=CC(=C(N)C2)[N+](=O)[O-])C=C1 (5-(4-Acetamidophenoxy)-2-nitroaniline), C(C)(=O)NC1=CC=C(OC=2C=CC(=C(N)C2)[N+](=O)[O-])C=C1 (5-(4-Acetamidophenoxy)-2-nitroaniline). Solvent: CCO (EtOH), O (H2O). The product is [N+](=O)([O-])C1=CC=C(OC2=CC=C(N)C=C2)C=C1 (4-(4-Nitrophenoxy)aniline). RXN SMILES: [O-]S(S([O-])=O)=O.[Na+].[Na+].C([NH:12][C:13]1[CH:29]=[CH:28][C:16]([O:17][C:18]2[CH:19]=[CH:20][C:21]([N+:25]([O-:27])=[O:26])=[C:22]([CH:24]=2)N)=[CH:15][CH:14]=1)(=O)C>CCO.O>[N+:25]([C:21]1[CH:22]=[CH:24][C:18]([O:17][C:16]2[CH:28]=[CH:29][C:13]([NH2:12])=[CH:14][CH:15]=2)=[CH:19][CH:20]=1)([O-:27])=[O:26] |f:0.1.2|. Procedure details: Na2S2O4 (28.2 g, 160 mmol) was added to a solution of 5-(4-Acetamidophenoxy)-2-nitroaniline (Intermediate 1) (13.7 g, 48 mmol) in EtOH (600 ml) and H2O (150 ml). The yellow mixture was refluxed with vigorous stirring until the color disappeared. After cooling, the mixture was washed with brine and the product was extracted with AcOEt. The AcOEt layer was dried over MgSO4, filtered and evaporated to give intermediate 2 as a brown film (10.2 g, 83%): MS m/e 258 (M+1). Starting materials: Cl (hydrochloric acid), C1(=CC=CC=C1)[C@@H]1[C@@H](CCCC1)CC(=O)O ((cis-2-phenylcyclohexyl)acetic acid), solution, [H-].COCCO[Al+]OCCOC.[Na+].[H-] (sodium bis(2-methoxyethoxy)aluminium hydride). Run in ice water, C1(=CC=CC=C1)C (toluene), C1(=CC=CC=C1)C (toluene). Conditions: time 8 hour. Product: C1(=CC=CC=C1)[C@@H]1[C@@H](CCCC1)CCO (2-(cis-2-phenylcyclohexyl)ethanol). Isolated yield 73.4%. RXN SMILES: [C:1]1([C@H:7]2[CH2:12][CH2:11][CH2:10][CH2:9][C@H:8]2[CH2:13][C:14](O)=[O:15])[CH:6]=[CH:5][CH:4]=[CH:3][CH:2]=1.[H-].COCCO[Al+]OCCOC.[Na+].[H-].Cl>C1(C)C=CC=CC=1>[C:1]1([C@H:7]2[CH2:12][CH2:11][CH2:10][CH2:9][C@H:8]2[CH2:13][CH2:14][OH:15])[CH:6]=[CH:5][CH:4]=[CH:3][CH:2]=1 |f:1.2.3.4|. Reported procedure: A stirred suspension of (cis-2-phenylcyclohexyl)acetic acid (15 g.) in dry toluene (100 ml.),cooled at -10° C. under argon, was treated with a 3.46 M solution of sodium bis(2-methoxyethoxy)aluminium hydride in toluene (25 ml.). The mixture was stirred overnight, diluted with ice/water (50 ml.), acidified with concentrated hydrochloric acid to pH 2. and extracted with ethyl acetate (3×150 ml.). The extracts were combined, washed with water (3×100 ml.), dried (MgSO4) and the solvent removed by eva... Starting materials: C([O-])([O-])=O.[Cs+].[Cs+] (cesium carbonate), CC=1C=C(NC1)C(=O)OCC (ethyl 4-methyl-1H-pyrrole-2-carboxylate), BrCC1=C(C=CC(=C1)Cl)[N+](=O)[O-] (2-(bromomethyl)-4-chloro-1-nitro-benzene). Solvent: CN(C)C=O (DMF), CN(C)C=O (DMF). The product is ClC=1C=CC(=C(CN2C(=CC(=C2)C)C(=O)OCC)C1)[N+](=O)[O-] (ethyl 1-(5-chloro-2-nitrobenzyl)-4-methyl-1H-pyrrole-2-carboxylate). Yield: 73.3%. As a reaction SMILES: C(=O)([O-])[O-].[Cs+].[Cs+].[CH3:7][C:8]1[CH:9]=[C:10]([C:13]([O:15][CH2:16][CH3:17])=[O:14])[NH:11][CH:12]=1.Br[CH2:19][C:20]1[CH:25]=[C:24]([Cl:26])[CH:23]=[CH:22][C:21]=1[N+:27]([O-:29])=[O:28]>CN(C=O)C>[Cl:26][C:24]1[CH:23]=[CH:22][C:21]([N+:27]([O-:29])=[O:28])=[C:20]([CH:25]=1)[CH2:19][N:11]1[CH:12]=[C:8]([CH3:7])[CH:9]=[C:10]1[C:13]([O:15][CH2:16][CH3:17])=[O:14] |f:0.1.2|. Procedure details: Under a nitrogen atmosphere with stirring add cesium carbonate (96 g, 295 mmoles) to a solution of ethyl 4-methyl-1H-pyrrole-2-carboxylate (30 g, 196 mmoles) in DMF (240 mL) and heat the reaction mixture to 40° C. to 45° C. for 1 hour. Cool the reaction mixture to room temperature and add a solution of 2-(bromomethyl)-4-chloro-1-nitro-benzene (54 g, 216 mmoles) in DMF (120 mL) drop-wise. Stir the resulting suspension for 1.5 h to 2.0 h, filter the solids and rinse the filtercake with DMF (45 mL)... Starting materials: ClCCl (dichloromethane), C(C)(=O)[O-].[K+] (potassium acetate), BrC1=CC(=C(C=C1)S(=O)(=O)[C@@H]1C[C@H](N(C1)C1=CC(=NN1C1CCC1)C)C(=O)NC1(CC1)C#N)C(F)(F)F ((2S,4R)-4-(4-bromo-2-(trifluoromethyl)phenylsulfonyl)-N-(1-cyanocyclopropyl)-1-(1-cyclobutyl-3-methyl-1H-pyrazol-5-yl)pyrrolidine-2-carboxamide), HCl ice brine, CC1(OB(OC1(C)C)B1OC(C(O1)(C)C)(C)C)C (4,4,4′,4′,5,5,5′,5′-octamethyl-2,2′-bi(1,3,2-dioxaborolane)). Reagents/catalysts: C1=CC=C(C=C1)P([C-]2C=CC=C2)C3=CC=CC=C3.C1=CC=C(C=C1)P([C-]2C=CC=C2)C3=CC=CC=C3.Cl[Pd]Cl.[Fe+2] ([1,1′-bis(diphenylphosphino)ferrocene]palladium(II) chloride). The solvent is CS(=O)C (DMSO). The product is C(#N)C1(CC1)NC(=O)[C@@H]1C[C@H](CN1C1=CC(=NN1C1CCC1)C)S(=O)(=O)C1=C(C=C(C=C1)B(O)O)C(F)(F)F (4-((3R,5S)-5-(1-Cyanocyclopropylcarbamoyl)-1-(1-cyclobutyl-3-methyl-1H-pyrazol-5-yl)pyrrolidin-3-ylsulfonyl)-3-(trifluoromethyl)phenylboronic Acid). Reaction SMILES: Br[C:2]1[CH:7]=[CH:6][C:5]([S:8]([C@H:11]2[CH2:15][N:14]([C:16]3[N:20]([CH:21]4[CH2:24][CH2:23][CH2:22]4)[N:19]=[C:18]([CH3:25])[CH:17]=3)[C@H:13]([C:26]([NH:28][C:29]3([C:32]#[N:33])[CH2:31][CH2:30]3)=[O:27])[CH2:12]2)(=[O:10])=[O:9])=[C:4]([C:34]([F:37])([F:36])[F:35])[CH:3]=1.CC1(C)C(C)(C)[O:42][B:41](B2OC(C)(C)C(C)(C)O2)[O:40]1.ClCCl.C([O-])(=O)C.[K+]>CS(C)=O.C1C=CC(P(C2C=CC=CC=2)[C-]2C=CC=C2)=CC=1.C1C=CC(P(C2C=CC=CC=2)[C-]2C=CC=C2)=CC=1.Cl[Pd]Cl.[Fe+2]>[C:32]([C:29]1([NH:28][C:26]([C@H:13]2[N:14]([C:16]3[N:20]([CH:21]4[CH2:24][CH2:23][CH2:22]4)[N:19]=[C:18]([CH3:25])[CH:17]=3)[CH2:15][C@H:11]([S:8]([C:5]3[CH:6]=[CH:7][C:2]([B:41]([OH:42])[OH:40])=[CH:3][C:4]=3[C:34]([F:37])([F:36])[F:35])(=[O:10])=[O:9])[CH2:12]2)=[O:27])[CH2:31][CH2:30]1)#[N:33] |f:3.4,6.7.8.9|. Procedure: A solution of (2S,4R)-4-(4-bromo-2-(trifluoromethyl)phenylsulfonyl)-N-(1-cyanocyclopropyl)-1-(1-cyclobutyl-3-methyl-1H-pyrazol-5-yl)pyrrolidine-2-carboxamide (40 mg, 66.6 umol), 4,4,4′,4′,5,5,5′,5′-octamethyl-2,2′-bi(1,3,2-dioxaborolane) (33.8 mg, 133 umol; CAS Reg. No. 73183-34-3), [1,1′-bis(diphenylphosphino)ferrocene]palladium(II) chloride 1:1 complex with dichloromethane (10.9 mg, 13.3 umol) and potassium acetate (32.7 mg, 333 umol) in DMSO (0.8 ml) was heated to 80° C. for 20 h. The reactio... Reactants: COC(=O)c1cc(C#N)cc2c1cnn2-c1ccc(F)cc1, CO, Cl, [Na+], [OH-], O. The product is N#Cc1cc(C(=O)O)c2cnn(-c3ccc(F)cc3)c2c1. Reaction SMILES: [CH3:1][O:2][C:3](=[O:4])[c:5]1[c:6]2[cH:7][n:8][n:9](-[c:16]3[cH:17][cH:18][c:19]([F:22])[cH:20][cH:21]3)[c:10]2[cH:11][c:12]([C:14]#[N:15])[cH:13]1.[CH3:27][OH:28].[ClH:25].[Na+:24].[OH-:23].[OH2:26]>>[O:2]=[C:3]([OH:4])[c:5]1[c:6]2[cH:7][n:8][n:9](-[c:16]3[cH:17][cH:18][c:19]([F:22])[cH:20][cH:21]3)[c:10]2[cH:11][c:12]([C:14]#[N:15])[cH:13]1. Reactants: C(=O)C1=CC=C(C(C(=O)O)=C1)O (5-formylsalicylic acid), CO (methanol), S(=O)(Cl)Cl (thionyl chloride). The product is C(=O)C1=CC=C(C(C(=O)OC)=C1)O (methyl 5-formylsalicylate). As a reaction SMILES: [CH:1]([C:3]1[CH:11]=[C:7]([C:8]([OH:10])=[O:9])[C:6]([OH:12])=[CH:5][CH:4]=1)=[O:2].S(Cl)(Cl)=O.[CH3:17]O>>[CH:1]([C:3]1[CH:11]=[C:7]([C:8]([O:10][CH3:17])=[O:9])[C:6]([OH:12])=[CH:5][CH:4]=1)=[O:2]. Reported procedure: To 54.6 g of 5-formylsalicylic acid, was added 500 mL of methanol, and then 36 mL of thionyl chloride was slowly added dropwise to the mixture. After the mixture was refluxed under heating for 5 hours, the solvents were distilled off. 600 mL of ethyl acetate and an aqueous sodium chloride solution were added to the mixture, to extract the organic phase, which was then dried over sodium sulfate, followed by distilling off the solvents, to give 58.7 g of methyl 5-formylsalicylate. 500 mL of aceton... Yields the product COC(=O)c1ccc2c(Br)c(NC(=O)OC(C)(C)C)ccc2c1. Starting materials: COC(=O)c1ccc2cc(NC(=O)OC(C)(C)C)ccc2c1, CC#N, O=C1CCC(=O)N1Br. As a reaction SMILES: [C:1]([CH3:2])([CH3:3])([CH3:4])[O:5][C:6](=[O:7])[NH:8][c:9]1[cH:10][c:11]2[cH:12][cH:13][c:14]([C:19](=[O:20])[O:21][CH3:22])[cH:15][c:16]2[cH:17][cH:18]1.[CH3:31][C:32]#[N:33].[O:23]=[C:24]1[N:25]([Br:30])[C:26](=[O:27])[CH2:28][CH2:29]1>>[C:1]([CH3:2])([CH3:3])([CH3:4])[O:5][C:6](=[O:7])[NH:8][c:9]1[c:10]([Br:30])[c:11]2[cH:12][cH:13][c:14]([C:19](=[O:20])[O:21][CH3:22])[cH:15][c:16]2[cH:17][cH:18]1.